From a dataset of the Open Reaction Database (ORD), a public repository of structured organic reaction records. describe an organic reaction: reactants, conditions, products, and yield Reactants: CC#N, CCN(C(C)C)C(C)C, Cc1cc2nc(CCl)[nH]c2cc1C, [I-], [K+], O=C1c2ccccc2C(=O)N1CCCCNC1CCCc2cccnc21. The product is Cc1cc2nc(CN(CCCCN3C(=O)c4ccccc4C3=O)C3CCCc4cccnc43)[nH]c2cc1C. RXN SMILES: [CH3:51][C:52]#[N:53].[CH:27]([N:28]([CH:29]([CH3:30])[CH3:31])[CH2:32][CH3:33])([CH3:34])[CH3:35].[Cl:38][CH2:39][c:40]1[n:41][c:42]2[c:43]([nH:44]1)[cH:45][c:46]([CH3:50])[c:47]([CH3:49])[cH:48]2.[I-:37].[K+:36].[n:1]1[cH:2][cH:3][cH:4][c:5]2[c:10]1[CH:9]([NH:11][CH2:12][CH2:13][CH2:14][CH2:15][N:16]1[C:17](=[O:26])[c:18]3[cH:19][cH:20][cH:21][cH:22][c:23]3[C:24]1=[O:25])[CH2:8][CH2:7][CH2:6]2>>[n:1]1[cH:2][cH:3][cH:4][c:5]2[c:10]1[CH:9]([N:11]([CH2:12][CH2:13][CH2:14][CH2:15][N:16]1[C:17](=[O:26])[c:18]3[cH:19][cH:20][cH:21][cH:22][c:23]3[C:24]1=[O:25])[CH2:39][c:40]1[nH:41][c:42]3[c:43]([n:44]1)[cH:45][c:46]([CH3:50])[c:47]([CH3:49])[cH:48]3)[CH2:8][CH2:7][CH2:6]2. Reactants: [BH4-], C1CCOC1, CCO, O=C(Nc1ccc(Oc2ccnc(N=C(c3ccccc3)c3ccccc3)c2Cl)c(F)c1)c1c[nH]cc(-c2ccc(F)cc2)c1=O, [Na+]. The product is O=C(Nc1ccc(Oc2ccnc(NC(c3ccccc3)c3ccccc3)c2Cl)c(F)c1)c1c[nH]cc(-c2ccc(F)cc2)c1=O. RXN SMILES: [BH4-:47].[CH2:52]1[O:53][CH2:54][CH2:55][CH2:56]1.[CH3:49][CH2:50][OH:51].[Cl:1][c:2]1[c:3]([N:33]=[C:34]([c:35]2[cH:36][cH:37][cH:38][cH:39][cH:40]2)[c:41]2[cH:42][cH:43][cH:44][cH:45][cH:46]2)[n:4][cH:5][cH:6][c:7]1[O:8][c:9]1[c:10]([F:32])[cH:11][c:12]([NH:15][C:16](=[O:17])[c:18]2[cH:19][nH:20][cH:21][c:22](-[c:25]3[cH:26][cH:27][c:28]([F:31])[cH:29][cH:30]3)[c:23]2=[O:24])[cH:13][cH:14]1.[Na+:48]>>[Cl:1][c:2]1[c:3]([NH:33][CH:34]([c:35]2[cH:36][cH:37][cH:38][cH:39][cH:40]2)[c:41]2[cH:42][cH:43][cH:44][cH:45][cH:46]2)[n:4][cH:5][cH:6][c:7]1[O:8][c:9]1[c:10]([F:32])[cH:11][c:12]([NH:15][C:16](=[O:17])[c:18]2[cH:19][nH:20][cH:21][c:22](-[c:25]3[cH:26][cH:27][c:28]([F:31])[cH:29][cH:30]3)[c:23]2=[O:24])[cH:13][cH:14]1. Reactants: CC(C)(C#N)c1cccc(NC(=O)Oc2ccccc2)c1, C1CCOC1, COc1cc2ncnc(Oc3cccc(N)c3)c2cc1OC, CN(C)c1ccncc1. Yields the product COc1cc2ncnc(Oc3cccc(NC(=O)Nc4cccc(C(C)(C)C#N)c4)c3)c2cc1OC. Reaction SMILES: [C:23](#[N:24])[C:25]([CH3:26])([CH3:27])[c:28]1[cH:29][c:30]([NH:34][C:35]([O:36][c:38]2[cH:39][cH:40][cH:41][cH:42][cH:43]2)=[O:37])[cH:31][cH:32][cH:33]1.[CH2:44]1[O:45][CH2:46][CH2:47][CH2:48]1.[CH3:1][O:2][c:3]1[cH:4][c:5]2[c:6]([O:15][c:16]3[cH:17][c:18]([NH2:19])[cH:20][cH:21][cH:22]3)[n:7][cH:8][n:9][c:10]2[cH:11][c:12]1[O:13][CH3:14].[CH3:49][N:50]([c:51]1[cH:52][cH:53][n:54][cH:55][cH:56]1)[CH3:57]>>[CH3:1][O:2][c:3]1[cH:4][c:5]2[c:6]([O:15][c:16]3[cH:17][c:18]([NH:19][C:35]([NH:34][c:30]4[cH:29][c:28]([C:25]([C:23]#[N:24])([CH3:26])[CH3:27])[cH:33][cH:32][cH:31]4)=[O:36])[cH:20][cH:21][cH:22]3)[n:7][cH:8][n:9][c:10]2[cH:11][c:12]1[O:13][CH3:14]. Starting materials: O=C([O-])c1ccccc1COc1cccc(Br)c1, O=C(OC(=O)C(F)(F)F)C(F)(F)F. Product: O=C1c2ccccc2COc2cc(Br)ccc21. RXN SMILES: [Br:1][c:2]1[cH:3][c:4]([O:5][CH2:6][c:7]2[c:8]([C:9](=[O:10])[O-:11])[cH:12][cH:13][cH:14][cH:15]2)[cH:16][cH:17][cH:18]1.[F:19][C:20]([F:21])([F:22])[C:23]([O:24][C:25](=[O:26])[C:27]([F:28])([F:29])[F:30])=[O:31]>>[Br:1][c:2]1[cH:3][c:4]2[c:16]([cH:17][cH:18]1)[C:9](=[O:11])[c:8]1[c:7]([cH:15][cH:14][cH:13][cH:12]1)[CH2:6][O:5]2. Reactants: CN(C)C=O, CI, ClCCl, CSc1ncc(Br)c(C(=O)NCc2cc(C(F)(F)F)cc(C(F)(F)F)c2)n1, O. The product is CSc1ncc(Br)c(C(=O)N(C)Cc2cc(C(F)(F)F)cc(C(F)(F)F)c2)n1. RXN SMILES: [CH3:28][N:29]([CH3:30])[CH:31]=[O:32].[CH3:33][I:34].[Cl:36][CH2:37][Cl:38].[F:1][C:2]([c:3]1[cH:4][c:5]([CH2:6][NH:7][C:8](=[O:9])[c:10]2[n:11][c:12]([S:17][CH3:18])[n:13][cH:14][c:15]2[Br:16])[cH:19][c:20]([C:22]([F:23])([F:24])[F:25])[cH:21]1)([F:26])[F:27].[OH2:35]>>[F:1][C:2]([c:3]1[cH:4][c:5]([CH2:6][N:7]([C:8](=[O:9])[c:10]2[n:11][c:12]([S:17][CH3:18])[n:13][cH:14][c:15]2[Br:16])[CH3:28])[cH:19][c:20]([C:22]([F:23])([F:24])[F:25])[cH:21]1)([F:26])[F:27]. Starting materials: CCNC(=O)Nc1ccc(-c2nc3c(c(N4CCOCC4C)n2)CCNC3)cc1, Cn1ccc(Cl)cc1=O. Yields the product CCNC(=O)Nc1ccc(-c2nc3c(c(N4CCOCC4C)n2)CCN(c2ccn(C)c(=O)c2)C3)cc1. Reaction SMILES: [CH2:1]([CH3:2])[NH:3][C:4](=[O:5])[NH:6][c:7]1[cH:8][cH:9][c:10](-[c:13]2[n:14][c:15]([N:23]3[CH:24]([CH3:29])[CH2:25][O:26][CH2:27][CH2:28]3)[c:16]3[c:17]([n:18]2)[CH2:19][NH:20][CH2:21][CH2:22]3)[cH:11][cH:12]1.[Cl:30][c:31]1[cH:32][c:33](=[O:38])[n:34]([CH3:37])[cH:35][cH:36]1>>[CH2:1]([CH3:2])[NH:3][C:4](=[O:5])[NH:6][c:7]1[cH:8][cH:9][c:10](-[c:13]2[n:14][c:15]([N:23]3[CH:24]([CH3:29])[CH2:25][O:26][CH2:27][CH2:28]3)[c:16]3[c:17]([n:18]2)[CH2:19][N:20]([c:31]2[cH:32][c:33](=[O:38])[n:34]([CH3:37])[cH:35][cH:36]2)[CH2:21][CH2:22]3)[cH:11][cH:12]1.